Dataset: the Open Reaction Database (ORD), a public repository of structured organic reaction records. Task: describe an organic reaction: reactants, conditions, products, and yield Starting materials: [BH4-], CC(=O)O, CCO, [K+], O, CC12CCCC1C1CCC3=CC(=O)CCC3(CO)C1CC2. Yields the product CC12CCC3C(CCC4=CC(=O)CCC43CO)C1CCC2O. RXN SMILES: [BH4-:22].[CH3:25][C:26]([OH:27])=[O:28].[CH3:29][CH2:30][OH:31].[K+:23].[OH2:24].[OH:1][CH2:2][C:3]12[CH2:4][CH2:5][C:6](=[O:21])[CH:7]=[C:8]1[CH2:9][CH2:10][CH:11]1[CH:12]3[CH2:13][CH2:14][CH2:15][C:16]3([CH3:17])[CH2:18][CH2:19][CH:20]21>>[OH:1][CH2:2][C:3]12[CH2:4][CH2:5][C:6](=[O:21])[CH:7]=[C:8]1[CH2:9][CH2:10][CH:11]1[CH:12]3[CH2:13][CH2:14][CH:15]([OH:27])[C:16]3([CH3:17])[CH2:18][CH2:19][CH:20]21. Starting materials: C1CCOC1, O=C(O)c1cc(C(F)(F)F)ccc1I, O. Product: OCc1cc(C(F)(F)F)ccc1I. As a reaction SMILES: [CH2:16]1[O:17][CH2:18][CH2:19][CH2:20]1.[F:1][C:2]([c:3]1[cH:4][cH:5][c:6]([I:12])[c:7]([C:8](=[O:9])[OH:10])[cH:11]1)([F:13])[F:14].[OH2:15]>>[F:1][C:2]([c:3]1[cH:4][cH:5][c:6]([I:12])[c:7]([CH2:8][OH:9])[cH:11]1)([F:13])[F:14].